This data is from the Open Reaction Database (ORD), a public repository of structured organic reaction records. The task is: describe an organic reaction: reactants, conditions, products, and yield Starting materials: COC(=O)c1ccc2sc(C(C)NC(C)=O)nc2c1, CCOC(C)=O. The product is CC(=O)NC(C)c1nc2cc(CO)ccc2s1. Reaction SMILES: [C:1]([CH3:2])(=[O:3])[NH:4][CH:5]([CH3:6])[c:7]1[s:8][c:9]2[c:10]([n:11]1)[cH:12][c:13]([C:16](=[O:17])[O:18][CH3:19])[cH:14][cH:15]2.[CH3:20][CH2:21][O:22][C:23](=[O:24])[CH3:25]>>[C:1]([CH3:2])(=[O:3])[NH:4][CH:5]([CH3:6])[c:7]1[s:8][c:9]2[c:10]([n:11]1)[cH:12][c:13]([CH2:16][OH:17])[cH:14][cH:15]2. Reactants: CC(C)C(=O)Nc1cccc(C2CCNCC2)c1, O=C(CCCCCCl)c1cccc(F)c1, [I-], [K+], [K+], [Na+], O=C([O-])[O-]. Product: CC(C)C(=O)Nc1cccc(C2CCN(CCCCCC(=O)c3cccc(F)c3)CC2)c1. As a reaction SMILES: [CH3:24][CH:25]([C:26](=[O:27])[NH:28][c:29]1[cH:30][c:31]([CH:35]2[CH2:36][CH2:37][NH:38][CH2:39][CH2:40]2)[cH:32][cH:33][cH:34]1)[CH3:41].[Cl:9][CH2:10][CH2:11][CH2:12][CH2:13][CH2:14][C:15](=[O:16])[c:17]1[cH:18][c:19]([F:23])[cH:20][cH:21][cH:22]1.[I-:7].[K+:1].[K+:2].[Na+:8].[O-:3][C:4]([O-:5])=[O:6]>>[CH2:10]([CH2:11][CH2:12][CH2:13][CH2:14][C:15](=[O:16])[c:17]1[cH:18][c:19]([F:23])[cH:20][cH:21][cH:22]1)[N:38]1[CH2:37][CH2:36][CH:35]([c:31]2[cH:30][c:29]([NH:28][C:26]([CH:25]([CH3:24])[CH3:41])=[O:27])[cH:34][cH:33][cH:32]2)[CH2:40][CH2:39]1.